This data is from the Open Reaction Database (ORD), a public repository of structured organic reaction records. The task is: describe an organic reaction: reactants, conditions, products, and yield The reactants are CN1CCCC1=O, Clc1cccc(C(Cl)(Cl)Cl)n1, [Na+], [OH-], O, COP([O-])OC. The product is Clc1cccc(C(Cl)Cl)n1. RXN SMILES: [CH3:21][N:22]1[CH2:23][CH2:24][CH2:25][C:26]1=[O:27].[Cl:1][c:2]1[n:3][c:4]([C:8]([Cl:9])([Cl:10])[Cl:11])[cH:5][cH:6][cH:7]1.[Na+:13].[OH-:12].[OH2:20].[P:14]([O-:15])([O:16][CH3:17])[O:18][CH3:19]>>[Cl:1][c:2]1[n:3][c:4]([CH:8]([Cl:9])[Cl:10])[cH:5][cH:6][cH:7]1. The reactants are COCSc1ccc(CC(=O)OC)cc1, CO, [Li+], C1CCOC1, [OH-], O. Yields the product COCSc1ccc(CC(=O)O)cc1. RXN SMILES: [CH3:1][O:2][C:3]([CH2:4][c:5]1[cH:6][cH:7][c:8]([S:11][CH2:12][O:13][CH3:14])[cH:9][cH:10]1)=[O:15].[CH3:23][OH:24].[Li+:21].[O:16]1[CH2:17][CH2:18][CH2:19][CH2:20]1.[OH-:22].[OH2:25]>>[O:2]=[C:3]([CH2:4][c:5]1[cH:6][cH:7][c:8]([S:11][CH2:12][O:13][CH3:14])[cH:9][cH:10]1)[OH:15]. Starting materials: Cc1cc2c(cn1)[nH]c1ccccc12, CN(C)C=O, C1CCCC(N2CCCCCCN2)CCC1. Yields the product Cc1cc2c3ccccc3n(C)c2cn1. As a reaction SMILES: [CH3:1][c:2]1[n:3][cH:4][c:5]2[nH:6][c:7]3[cH:8][cH:9][cH:10][cH:11][c:12]3[c:13]2[cH:14]1.[CH3:31][N:32]([CH3:33])[CH:34]=[O:35].[N:15]1([CH:16]2[CH2:18][CH2:19][CH2:20][CH2:21][CH2:22][CH2:23][CH2:24]2)[CH2:25][CH2:26][CH2:27][CH2:28][CH2:29][CH2:17][NH:30]1>>[CH3:1][c:2]1[n:3][cH:4][c:5]2[n:6]([CH3:17])[c:7]3[cH:8][cH:9][cH:10][cH:11][c:12]3[c:13]2[cH:14]1. The reactants are O=C([O-])[O-], COCc1n[nH]cc1C(=O)OC, CN(C)C=O, FC(F)(F)c1ccnc(Cl)c1, [K+], [K+]. Yields the product COCc1nn(-c2cc(C(F)(F)F)ccn2)cc1C(=O)OC. RXN SMILES: [C:24](=[O:25])([O-:26])[O-:27].[CH3:1][O:2][CH2:3][c:4]1[n:5][nH:6][cH:7][c:8]1[C:9](=[O:10])[O:11][CH3:12].[CH3:30][N:31]([CH3:32])[CH:33]=[O:34].[Cl:13][c:14]1[n:15][cH:16][cH:17][c:18]([C:20]([F:21])([F:22])[F:23])[cH:19]1.[K+:28].[K+:29]>>[CH3:1][O:2][CH2:3][c:4]1[n:5][n:6](-[c:14]2[n:15][cH:16][cH:17][c:18]([C:20]([F:21])([F:22])[F:23])[cH:19]2)[cH:7][c:8]1[C:9](=[O:10])[O:11][CH3:12]. Reactants: C(C1=CC=CC=C1)OC(=O)N1CC(N(C2=C(C1)C=C(C(=C2)[N+](=O)[O-])OC)CC)=O (1-Ethyl-7-methoxy-8-nitro-2-oxo-1,2,3,5-tetrahydro-benzo[e][1,4]diazepine-4-carboxylic acid benzyl ester), C(C)O (Ethanol). The reagents and catalysts are [Pd] (Pd/C). Conditions: time 1 day. Yields the product NC=1C(=CC2=C(N(C(CNC2)=O)CC)C1)OC (8-Amino-1-ethyl-7-methoxy-1,3,4,5-tetrahydro-benzo-[e][1,4]diazepin-2-one). The yield is 97.4%. As a reaction SMILES: C(OC([N:11]1[CH2:17][C:16]2[CH:18]=[C:19]([O:25][CH3:26])[C:20]([N+:22]([O-])=O)=[CH:21][C:15]=2[N:14]([CH2:27][CH3:28])[C:13](=[O:29])[CH2:12]1)=O)C1C=CC=CC=1.C(O)C>[Pd]>[NH2:22][C:20]1[C:19]([O:25][CH3:26])=[CH:18][C:16]2[CH2:17][NH:11][CH2:12][C:13](=[O:29])[N:14]([CH2:27][CH3:28])[C:15]=2[CH:21]=1. Reported procedure: A mixture of 1-Ethyl-7-methoxy-8-nitro-2-oxo-1,2,3,5-tetrahydro-benzo[e][1,4]diazepine-4-carboxylic acid benzyl ester (0.95 g, 0.0024 mol) and 10% Pd/C (10:90, Palladium:carbon black, 0.095 g) in Ethanol (100 mL, 2 mol;) was hydrogenated on a Paar shaker for 1 day. The catalyst was filtered and the filtrate evaporated to give 8-Amino-1-ethyl-7-methoxy-1,3,4,5-tetrahydro-benzo-[e][1,4]diazepin-2-one as a tan solid (0.55 g). (98%). Mp 69-73° C.; LCMS (m/e) 236 (M+1); 1H-NMR (DMSO, 400 MHz) δ 6.75 ... Starting materials: FC=1C=C(C=CC1F)N1N=CC(=C(C1=O)O)C1=CC=C(C=C1)S(=O)(=O)C (2-(3,4-difluorophenyl)-4-hydroxy-5-[4-(methylsulfonyl)phenyl]-3(2H)-pyridazinone), C1=CC=C(C=C1)P(C2=CC=CC=C2)C3=CC=CC=C3 (Ph3P), CC(=O)CO (acetol), CC(C)OC(=O)/N=N/C(=O)OC(C)C (DIAD). Run in C1CCOC1 (THF), C1CCOC1 (THF). Conditions: time 6 hour. Product: FC=1C=C(C=CC1F)N1N=CC(=C(C1=O)OCC(C)=O)C1=CC=C(C=C1)S(=O)(=O)C (2-(3,4-Difluorophenyl)-4-(2-oxo-1-propoxy)-5-[4-(methylsulfonyl)phenyl]-3(2H)-pyridazinone). Isolated yield 47.2%. RXN SMILES: [F:1][C:2]1[CH:3]=[C:4]([N:9]2[C:14](=[O:15])[C:13]([OH:16])=[C:12]([C:17]3[CH:22]=[CH:21][C:20]([S:23]([CH3:26])(=[O:25])=[O:24])=[CH:19][CH:18]=3)[CH:11]=[N:10]2)[CH:5]=[CH:6][C:7]=1[F:8].C1C=CC(P(C2C=CC=CC=2)C2C=CC=CC=2)=CC=1.[CH3:46][C:47]([CH2:49]O)=[O:48].CC(OC(/N=N/C(OC(C)C)=O)=O)C>C1COCC1>[F:1][C:2]1[CH:3]=[C:4]([N:9]2[C:14](=[O:15])[C:13]([O:16][CH2:46][C:47](=[O:48])[CH3:49])=[C:12]([C:17]3[CH:22]=[CH:21][C:20]([S:23]([CH3:26])(=[O:25])=[O:24])=[CH:19][CH:18]=3)[CH:11]=[N:10]2)[CH:5]=[CH:6][C:7]=1[F:8]. Procedure: A solution of 2-(3,4-difluorophenyl)-4-hydroxy-5-[4-(methylsulfonyl)phenyl]-3(2H)-pyridazinone (378 mg, 1 mmol), Ph3P (524 mg, 2 mmol) and acetol (74 mg, 1 mmol) in THF (25 mL) at room temperature was treated dropwise with a solution of DIAD (0.4 mL, 2 mmol) in THF (5 mL). The mixture was stirred at room temperature for 6 hours and concentrated in vacuo. The residue was chromatographed (silica gel, 1:1 hexanes-ethyl acetate) to provide the desired product (yield: 205 mg, 48%). mp 169-170° C.; 1H... Reactants: CC1=C(N=C(S1)NC1=NC=CC=C1)C=1C=NN(C1)CC(=O)OCC (ethyl 2-(4-(5-methyl-2-(pyridin-2-ylamino)thiazol-4-yl)-1H-pyrazol-1-yl)acetate), CN (methylamine). Run in CO (MeOH). The product is CNC(CN1N=CC(=C1)C=1N=C(SC1C)NC1=NC=CC=C1)=O (N-methyl-2-(4-(5-methyl-2-(pyridin-2-ylamino)thiazol-4-yl)-1H-pyrazol-1-yl)acetamide). Yield: 46.0%. RXN SMILES: [CH3:1][C:2]1[S:6][C:5]([NH:7][C:8]2[CH:13]=[CH:12][CH:11]=[CH:10][N:9]=2)=[N:4][C:3]=1[C:14]1[CH:15]=[N:16][N:17]([CH2:19][C:20]([O:22]CC)=O)[CH:18]=1.[CH3:25][NH2:26]>CO>[CH3:25][NH:26][C:20](=[O:22])[CH2:19][N:17]1[CH:18]=[C:14]([C:3]2[N:4]=[C:5]([NH:7][C:8]3[CH:13]=[CH:12][CH:11]=[CH:10][N:9]=3)[S:6][C:2]=2[CH3:1])[CH:15]=[N:16]1. Reported procedure: According to Scheme 18 Step 2: A solution of ethyl 2-(4-(5-methyl-2-(pyridin-2-ylamino)thiazol-4-yl)-1H-pyrazol-1-yl)acetate (87 μmol, 30 mg) and methylamine (0.26 mmol, 8.1 mg) in MeOH (4 mL) was heated at 60° C. for 4 hours. After evaporation, the crude product was purified by flash chromatography over silica gel using DCM/MeOH (100:0 to 90:10) as eluent to afford N-methyl-2-(4-(5-methyl-2-(pyridin-2-ylamino)thiazol-4-yl)-1H-pyrazol-1-yl)acetamide (40 μmol, 13 mg, 45%) as a white powder. Reactants: BrCCBr, O=C([O-])[O-], Cc1cc(C=O)cc(C)c1O, [Cl-], [K+], [K+], [Na+], CN(C)C=O, O. Yields the product Cc1cc(C=O)cc(C)c1OCCBr. RXN SMILES: [Br:1][CH2:2][CH2:3][Br:4].[C:16](=[O:17])([O-:18])[O-:19].[CH3:5][c:6]1[cH:7][c:8]([CH:9]=[O:10])[cH:11][c:12]([CH3:15])[c:13]1[OH:14].[Cl-:23].[K+:20].[K+:21].[Na+:22].[O:24]=[CH:25][N:26]([CH3:27])[CH3:28].[OH2:29]>>[Br:1][CH2:2][CH2:3][O:14][c:13]1[c:6]([CH3:5])[cH:7][c:8]([CH:9]=[O:10])[cH:11][c:12]1[CH3:15]. Reactants: FC(C=1C=C(CN(C2=NC=C(C=N2)OCCCC(=O)OCC)CC2=C(C=CC(=C2)C(F)(F)F)N[C@@H](CC)C(O[SiH2]C(C)(C)C)(C)C)C=C(C1)C(F)(F)F)(F)F (Ethyl 4-[2-((3,5-bis-trifluoromethyl-benzyl)-{2-[(S)-1-(tert-butyl-dimethyl-silanyloxymethyl)-propylamino]-5-trifluoromethyl-benzyl}-amino)-pyrimidin-5-yloxy]-butyrate), [F-].C(CCC)[N+](CCCC)(CCCC)CCCC.O1CCCC1 (tetrabutylammonium fluoride tetrahydrofuran). The solvent is O1CCCC1 (tetrahydrofuran). Run at time 20 minute. Product: FC(C=1C=C(CN(C2=NC=C(C=N2)OCCCC(=O)OCC)CC2=C(C=CC(=C2)C(F)(F)F)N[C@@H](CC)CO)C=C(C1)C(F)(F)F)(F)F (ethyl 4-(2-{(3,5-bis-trifluoromethyl-benzyl)-[2-((S)-1-hydroxymethyl-propylamino)-5-trifluoromethyl-benzyl]-amino}-pyrimidin-5-yloxy)-butyrate). Yield: 59.2%. As a reaction SMILES: [F:1][C:2]([F:55])([F:54])[C:3]1[CH:4]=[C:5]([CH:47]=[C:48]([C:50]([F:53])([F:52])[F:51])[CH:49]=1)[CH2:6][N:7]([CH2:23][C:24]1[CH:29]=[C:28]([C:30]([F:33])([F:32])[F:31])[CH:27]=[CH:26][C:25]=1[NH:34][C@H:35]([C:38](C)(C)[O:39][SiH2]C(C)(C)C)[CH2:36][CH3:37])[C:8]1[N:13]=[CH:12][C:11]([O:14][CH2:15][CH2:16][CH2:17][C:18]([O:20][CH2:21][CH3:22])=[O:19])=[CH:10][N:9]=1.[F-].C([N+](CCCC)(CCCC)CCCC)CCC.O1CCCC1>O1CCCC1>[F:55][C:2]([F:1])([F:54])[C:3]1[CH:4]=[C:5]([CH:47]=[C:48]([C:50]([F:51])([F:52])[F:53])[CH:49]=1)[CH2:6][N:7]([CH2:23][C:24]1[CH:29]=[C:28]([C:30]([F:33])([F:32])[F:31])[CH:27]=[CH:26][C:25]=1[NH:34][C@H:35]([CH2:38][OH:39])[CH2:36][CH3:37])[C:8]1[N:9]=[CH:10][C:11]([O:14][CH2:15][CH2:16][CH2:17][C:18]([O:20][CH2:21][CH3:22])=[O:19])=[CH:12][N:13]=1 |f:1.2.3|. Procedure details: Ethyl 4-[2-((3,5-bis-trifluoromethyl-benzyl)-{2-[(S)-1-(tert-butyl-dimethyl-silanyloxymethyl)-propylamino]-5-trifluoromethyl-benzyl}-amino)-pyrimidin-5-yloxy]-butyrate (183 mg) is dissolved in tetrahydrofuran (3 mL) and thereto is added 1M-tetrabutylammonium fluoride/tetrahydrofuran solution (1 ml) and the mixture is stirred at room temperature for 20 minutes. The reaction solution is concentrated under reduced pressure and thereto is added a saturated brine, and the mixture is extracted with et...